Dataset: the Open Reaction Database (ORD), a public repository of structured organic reaction records. Task: describe an organic reaction: reactants, conditions, products, and yield Starting materials: C(Cl)Cl (CH2Cl2), halogen, C(#N)N1C2=C(CCC3=C1C=CC=C3)C=CC=C2 (5-cyano-10,11-dihydro-5H-dibenz[b,f]-azepine), BrN1C(CCC1=O)=O (N-bromosuccinimide). Run in O (water). Conditions: temperature 0 celsius, time 3 hour. Product: C(#N)N1C2=C(CC(C3=C1C=CC=C3)O)C=CC=C2 (5-cyano-10-hydroxy-10,11-dihydro-5H-dibenz[b,f]azepine). Yield: 76.1%. Reaction SMILES: C(Cl)Cl.[C:4]([N:6]1[C:12]2[CH:13]=[CH:14][CH:15]=[CH:16][C:11]=2[CH2:10][CH2:9][C:8]2[CH:17]=[CH:18][CH:19]=[CH:20][C:7]1=2)#[N:5].BrN1C(=[O:27])CCC1=O>O>[C:4]([N:6]1[C:7]2[CH:20]=[CH:19][CH:18]=[CH:17][C:8]=2[CH:9]([OH:27])[CH2:10][C:11]2[CH:16]=[CH:15][CH:14]=[CH:13][C:12]1=2)#[N:5]. Procedure: 150 ml of CH2Cl2, 25 g of (I) and 21 g of N-bromosuccinimide are loaded under nitrogen in a 500 ml pyrex round-bottom flask, and irradiated from the outside with a 300 watt halogen lamp, refluxing for 2 hours. 150 ml of water are added. 80 ml of CH2Cl2 are distilled off, 150 ml of toluene and 5 g of PEG 6000 are added while distilling off CH2Cl2 at inner temperature of 85-90° C. The mixture is left for 3 hours at said temperature, water is removed at 60° C., the mixture is washed with 2×50 ml of... Starting materials: C(C)O (ethanol), CC(=CCC(=O)OC)CCC=C(C)C (methyl 4,8-dimethylnona-3,7-dienoate), [BH4-].[Na+] (sodium borohydride), C(C)O (ethanol), mercuric acetate, [OH-].[K+] (potassium hydroxide), C(C)O (ethanol). Conditions: time 2 hour. Product: C(C)OC(CCCC(=CCC(=O)OC)C)(C)C (methyl 8-ethoxy-4,8-dimethylnon-3-enoate). Reaction SMILES: [CH3:1][C:2]([CH2:9][CH2:10][CH:11]=[C:12]([CH3:14])[CH3:13])=[CH:3][CH2:4][C:5]([O:7][CH3:8])=[O:6].[OH-].[K+].[BH4-].[Na+].[CH2:19]([OH:21])[CH3:20]>>[CH2:19]([O:21][C:12]([CH3:14])([CH3:13])[CH2:11][CH2:10][CH2:9][C:2]([CH3:1])=[CH:3][CH2:4][C:5]([O:7][CH3:8])=[O:6])[CH3:20] |f:1.2,3.4|. Procedure: To a solution of 1.7 g. of methyl 4,8-dimethylnona-3,7-dienoate in 20 ml. of ethanol, cooled to about 0°, is added a suspension of 2.3 g. of mercuric acetate in 50 ml. of ethanol, over about 15 minutes. The reaction mixture is stirred for two hours and then, with cooling, 1.2 g. of potassium hydroxide in 20 ml. of ethanol is added. Then 0.26 g. of sodium borohydride is added in small portions and stirring continued 30 minutes. The solution is decanted, concentrated to half volume, diluted with w... Reactants: C1CCOC1, CCCCCC, CC#C[Si](C)(C)C, [Li]CCCC, Cc1cccn2cc(CCl)nc12. Yields the product Cc1cccn2cc(CCC#C[Si](C)(C)C)nc12. As a reaction SMILES: [CH2:31]1[O:32][CH2:33][CH2:34][CH2:35]1.[CH3:13][CH2:14][CH2:15][CH2:16][CH2:17][CH3:18].[CH3:1][Si:2]([C:3]#[C:4][CH3:5])([CH3:6])[CH3:7].[CH3:8][CH2:9][CH2:10][CH2:11][Li:12].[Cl:19][CH2:20][c:21]1[n:22][c:23]2[n:24]([cH:25][cH:26][cH:27][c:28]2[CH3:29])[cH:30]1>>[CH3:1][Si:2]([C:3]#[C:4][CH2:5][CH2:20][c:21]1[n:22][c:23]2[n:24]([cH:25][cH:26][cH:27][c:28]2[CH3:29])[cH:30]1)([CH3:6])[CH3:7]. The reactants are resultant compound, C(=O)(OC(C)(C)C)NCC(=O)N[C@@H](C(C)C)C(=O)N[C@@H](CC1=CC=CC=C1)C([C@H](CC1=CC=CC=C1)NC([C@@H](NC(CNC(=O)OC(C)(C)C)=O)C(C)C)=O)O ((2S,4S)-2,4-Bis-(N-(N-(Boc-glycinyl)valinyl)amino)-1,5-diphenyl-3-hydroxypentane), CO (methanol). Run in ClCCl (dichloromethane). The product is NCC(=O)N[C@@H](C(C)C)C(=O)N[C@@H](CC1=CC=CC=C1)C([C@H](CC1=CC=CC=C1)NC([C@@H](NC(CN)=O)C(C)C)=O)O ((2S,4S)-2,4-Bis-(N-(N-(glycinyl)valinyl)amino)-1,5-diphenyl-3-hydroxypentane). Yield: 91.0%. As a reaction SMILES: C([NH:8][CH2:9][C:10]([NH:12][C@H:13]([C:17]([NH:19][C@H:20]([CH:28]([OH:56])[C@@H:29]([NH:37][C:38](=[O:55])[C@H:39]([CH:52]([CH3:54])[CH3:53])[NH:40][C:41](=[O:51])[CH2:42][NH:43]C(OC(C)(C)C)=O)[CH2:30][C:31]1[CH:36]=[CH:35][CH:34]=[CH:33][CH:32]=1)[CH2:21][C:22]1[CH:27]=[CH:26][CH:25]=[CH:24][CH:23]=1)=[O:18])[CH:14]([CH3:16])[CH3:15])=[O:11])(OC(C)(C)C)=O.CO>ClCCl>[NH2:8][CH2:9][C:10]([NH:12][C@H:13]([C:17]([NH:19][C@H:20]([CH:28]([OH:56])[C@@H:29]([NH:37][C:38](=[O:55])[C@H:39]([CH:52]([CH3:54])[CH3:53])[NH:40][C:41](=[O:51])[CH2:42][NH2:43])[CH2:30][C:31]1[CH:32]=[CH:33][CH:34]=[CH:35][CH:36]=1)[CH2:21][C:22]1[CH:27]=[CH:26][CH:25]=[CH:24][CH:23]=1)=[O:18])[CH:14]([CH3:15])[CH3:16])=[O:11]. Procedure details: Using the procedure of Example 6F but replacing the resultant compound of Example 6E with the resultant compound of Example 140 provided, after silica gel chromatography using 10% methanol in dichloromethane, 48.7 mg (91%) of the desired compound as a white solid. 1H NMR (DMSO-d6) δ 0.70-0.83 (four d, 12H), 1.78 (m, 1H), 1.96 (m, 1H), 2.62 (m, 2H), 2.74 (br d, 2H), 2.97 (m, 1H), 3.46-3.87 (m, 5H), 4.02 (m, 2H), 4.21 (m, 1H), 5.33 (br d, 1H), 7.08-7.26 (m, 10H), 7.57 (br d, 2H), 7.67 (br d, 1H), ... Starting materials: COC(=O)NC(C(=O)NN(Cc1cccc(Br)c1)CC(O)(Cc1ccccc1)C(=O)NC1c2ccccc2CC1O)C(C)(C)C, CC#N, O=CO, [Cu]I, CN(C)C=O, Cl[Pd]Cl, C#Cc1ccccc1, c1ccc(P(c2ccccc2)c2ccccc2)cc1, c1ccc(P(c2ccccc2)c2ccccc2)cc1. Product: COC(=O)NC(C(=O)NN(Cc1cccc(C#Cc2ccccc2)c1)CC(O)(Cc1ccccc1)C(=O)NC1c2ccccc2CC1O)C(C)(C)C. RXN SMILES: [CH3:1][O:2][C:3]([NH:4][CH:5]([C:6]([CH3:7])([CH3:8])[CH3:9])[C:10](=[O:11])[NH:12][N:13]([CH2:14][C:15]([CH2:16][c:17]1[cH:18][cH:19][cH:20][cH:21][cH:22]1)([C:23]([NH:24][CH:25]1[CH:26]([OH:34])[CH2:27][c:28]2[cH:29][cH:30][cH:31][cH:32][c:33]21)=[O:35])[OH:36])[CH2:37][c:38]1[cH:39][c:40]([Br:44])[cH:41][cH:42][cH:43]1)=[O:45].[CH3:59][C:60]#[N:61].[CH:62]([OH:63])=[O:64].[Cu:106][I:107].[O:54]=[CH:55][N:56]([CH3:57])[CH3:58].[Pd:65]([Cl:66])[Cl:67].[c:46]1([C:52]#[CH:53])[cH:47][cH:48][cH:49][cH:50][cH:51]1.[c:68]1([P:69]([c:70]2[cH:71][cH:72][cH:73][cH:74][cH:75]2)[c:76]2[cH:77][cH:78][cH:79][cH:80][cH:81]2)[cH:82][cH:83][cH:84][cH:85][cH:86]1.[c:87]1([P:88]([c:89]2[cH:90][cH:91][cH:92][cH:93][cH:94]2)[c:95]2[cH:96][cH:97][cH:98][cH:99][cH:100]2)[cH:101][cH:102][cH:103][cH:104][cH:105]1>>[CH3:1][O:2][C:3]([NH:4][CH:5]([C:6]([CH3:7])([CH3:8])[CH3:9])[C:10](=[O:11])[NH:12][N:13]([CH2:14][C:15]([CH2:16][c:17]1[cH:18][cH:19][cH:20][cH:21][cH:22]1)([C:23]([NH:24][CH:25]1[CH:26]([OH:34])[CH2:27][c:28]2[cH:29][cH:30][cH:31][cH:32][c:33]21)=[O:35])[OH:36])[CH2:37][c:38]1[cH:39][c:40]([C:53]#[C:52][c:46]2[cH:47][cH:48][cH:49][cH:50][cH:51]2)[cH:41][cH:42][cH:43]1)=[O:45]. Starting materials: CCOc1cccc(N)c1, ClCCl, C1CCOC1, Cc1ccc(C#N)cc1. Yields the product CCOc1cccc(NC(=N)c2ccc(C)cc2)c1. As a reaction SMILES: [CH2:1]([CH3:2])[O:3][c:4]1[cH:5][c:6]([NH2:7])[cH:8][cH:9][cH:10]1.[Cl:20][CH2:21][Cl:22].[O:23]1[CH2:24][CH2:25][CH2:26][CH2:27]1.[c:11]1([CH3:19])[cH:12][cH:13][c:14]([C:17]#[N:18])[cH:15][cH:16]1>>[CH2:1]([CH3:2])[O:3][c:4]1[cH:5][c:6]([NH:7][C:17]([c:14]2[cH:13][cH:12][c:11]([CH3:19])[cH:16][cH:15]2)=[NH:18])[cH:8][cH:9][cH:10]1. Starting materials: O=C([O-])[O-], CC(=O)OC(CCc1cc(C(F)(F)F)cc(C(F)(F)F)c1)C1(c2ccccc2)CCC2(CC1)OCCO2, CO, [K+], [K+], O. Product: OC(CCc1cc(C(F)(F)F)cc(C(F)(F)F)c1)C1(c2ccccc2)CCC2(CC1)OCCO2. RXN SMILES: [C:1](=[O:2])([O-:3])[O-:4].[C:7](=[O:8])([CH3:9])[O:10][CH:11]([CH2:12][CH2:13][c:14]1[cH:15][c:16]([C:24]([F:25])([F:26])[F:27])[cH:17][c:18]([C:20]([F:21])([F:22])[F:23])[cH:19]1)[C:28]1([c:38]2[cH:39][cH:40][cH:41][cH:42][cH:43]2)[CH2:29][CH2:30][C:31]2([O:32][CH2:33][CH2:34][O:35]2)[CH2:36][CH2:37]1.[CH3:44][OH:45].[K+:5].[K+:6].[OH2:46]>>[OH:10][CH:11]([CH2:12][CH2:13][c:14]1[cH:15][c:16]([C:24]([F:25])([F:26])[F:27])[cH:17][c:18]([C:20]([F:21])([F:22])[F:23])[cH:19]1)[C:28]1([c:38]2[cH:39][cH:40][cH:41][cH:42][cH:43]2)[CH2:29][CH2:30][C:31]2([O:32][CH2:33][CH2:34][O:35]2)[CH2:36][CH2:37]1. The reactants are COc1ccc(-c2c(-c3ccccc3)oc3ncnc(Nc4cccc(OCC(N)=O)c4)c23)cc1, CCOC(C)=O, Clc1nc(Cl)nc(Cl)n1, CN(C)C=O, O. Yields the product COc1ccc(-c2c(-c3ccccc3)oc3ncnc(Nc4cccc(OCC#N)c4)c23)cc1. Reaction SMILES: [CH3:1][O:2][c:3]1[cH:4][cH:5][c:6](-[c:9]2[c:10](-[c:30]3[cH:31][cH:32][cH:33][cH:34][cH:35]3)[o:11][c:12]3[n:13][cH:14][n:15][c:16]([NH:18][c:19]4[cH:20][c:21]([O:22][CH2:23][C:24](=[O:25])[NH2:26])[cH:27][cH:28][cH:29]4)[c:17]23)[cH:7][cH:8]1.[CH3:46][CH2:47][O:48][C:49](=[O:50])[CH3:51].[Cl:36][c:37]1[n:38][c:39]([Cl:40])[n:41][c:42]([Cl:43])[n:44]1.[O:52]=[CH:53][N:54]([CH3:55])[CH3:56].[OH2:45]>>[CH3:1][O:2][c:3]1[cH:4][cH:5][c:6](-[c:9]2[c:10](-[c:30]3[cH:31][cH:32][cH:33][cH:34][cH:35]3)[o:11][c:12]3[n:13][cH:14][n:15][c:16]([NH:18][c:19]4[cH:20][c:21]([O:22][CH2:23][C:24]#[N:26])[cH:27][cH:28][cH:29]4)[c:17]23)[cH:7][cH:8]1. The reactants are COC1=CC(=C(C=C1)N1CCNCC1)C1CC(CC(C1)(C)C)(C)C (1-[4-methoxy-2-(3,3,5,5-tetramethylcyclohexyl)phenyl]piperazine), C(C)(=O)O[BH-](OC(C)=O)OC(C)=O.[Na+] (sodium triacetoxyborohydride), C(C)(=O)O (acetic acid), O1CCCC1 (tetrahydrofuran), C(O)([O-])=O.[Na+] (sodium hydrogencarbonate). The solvent is C(C)(=O)OCC (ethyl acetate). Conditions: time 60 minute. Product: COC1=CC(=C(C=C1)N1CCN(CC1)CC1CCOCC1)C1CC(CC(C1)(C)C)(C)C (1-[4-methoxy-2-(3,3,5,5-tetramethylcyclohexyl)phenyl] -4-(tetrahydropyran-4-ylmethyl)piperazine). As a reaction SMILES: [CH3:1][O:2][C:3]1[CH:8]=[CH:7][C:6]([N:9]2[CH2:14][CH2:13][NH:12][CH2:11][CH2:10]2)=[C:5]([CH:15]2[CH2:20][C:19]([CH3:22])([CH3:21])[CH2:18][C:17]([CH3:24])([CH3:23])[CH2:16]2)[CH:4]=1.C(O[BH-](O[C:35](=[O:37])[CH3:36])OC(=O)C)(=O)C.[Na+].C(O)(=O)C.C(=O)([O-])O.[Na+].O1[CH2:52][CH2:51][CH2:50][CH2:49]1>C(OCC)(=O)C>[CH3:1][O:2][C:3]1[CH:8]=[CH:7][C:6]([N:9]2[CH2:14][CH2:13][N:12]([CH2:49][CH:50]3[CH2:36][CH2:35][O:37][CH2:52][CH2:51]3)[CH2:11][CH2:10]2)=[C:5]([CH:15]2[CH2:20][C:19]([CH3:22])([CH3:21])[CH2:18][C:17]([CH3:24])([CH3:23])[CH2:16]2)[CH:4]=1 |f:1.2,4.5|. Procedure details: To a solution of 1-[4-methoxy-2-(3,3,5,5-tetramethylcyclohexyl)phenyl]piperazine (10 mg, 0.030 mmol) produced in Example (85c) in tetrahydrofuran (1 mL) were added tetrahydropyranyl-4-carbaldehyde (5.2 mg, 0.045 mmol), sodium triacetoxyborohydride (13 mg, 0.061 mmol) and acetic acid (1.8 mg, 0.030 mmol) in that order, followed by stirring for 60 minutes at room temperature. Saturated aqueous solution of sodium hydrogencarbonate was added to the reaction mixture, extraction was performed with eth...